Dataset: the Open Reaction Database (ORD), a public repository of structured organic reaction records. Task: describe an organic reaction: reactants, conditions, products, and yield The reactants are C(C)(C)(C)OC(=O)N1[C@@H](CC[C@@H]1C)C=1NC(=CN1)C1=CC=C2C(=C1)COC1=C2C=C2CCC3=C(NC(=N3)[C@H]3N([C@H](CC3)C)C(=O)OC(C)(C)C)C2=C1 (Tert-butyl (2S,5S)-2-(9-{2-[(2S,5S)-1-(tert-butoxycarbonyl)-5-methylpyrrolidin-2-yl]-1H-imidazol-5-yl}-1,4,5,11-tetrahydroisochromeno[4′,3′:6,7]naphtho[1,2-d]imidazol-2-yl)-5-methylpyrrolidine-1-carboxylate). The yield is 84.6%. Yields the product C(C)(C)(C)OC(=O)N1[C@@H](CC[C@@H]1C)C1=NC2=C(N1)C1=CC3=C(C=C1C=C2)C2=CC=C(C=C2CO3)C3=CN=C(N3)[C@H]3N([C@H](CC3)C)C(=O)OC(C)(C)C (tert-butyl (2S,5S)-2-(5-{2-[(2S,5S)-1-(tert-butoxycarbonyl)-5-methylpyrrolidin-2-yl]-1,11-dihydroisochromeno[4′,3′:6,7]naphtho[1,2-d]imidazol-9-yl}-1H-imidazol-2-yl)-5-methylpyrrolidine-1-carboxylate). Conditions: temperature 40 celsius, time 2.5 hour. Solvent: C(Cl)Cl (DCM). The reagents and catalysts are O=[Mn]=O (MnO2). RXN SMILES: [C:1]([O:5][C:6]([N:8]1[C@@H:12]([CH3:13])[CH2:11][CH2:10][C@H:9]1[C:14]1[NH:15][C:16]([C:19]2[CH:24]=[C:23]3[CH2:25][O:26][C:27]4[CH:52]=[C:51]5[C:30]([CH2:31][CH2:32][C:33]6[N:37]=[C:36]([C@@H:38]7[CH2:42][CH2:41][C@H:40]([CH3:43])[N:39]7[C:44]([O:46][C:47]([CH3:50])([CH3:49])[CH3:48])=[O:45])[NH:35][C:34]=65)=[CH:29][C:28]=4[C:22]3=[CH:21][CH:20]=2)=[CH:17][N:18]=1)=[O:7])([CH3:4])([CH3:3])[CH3:2]>C(Cl)Cl.O=[Mn]=O>[C:47]([O:46][C:44]([N:39]1[C@@H:40]([CH3:43])[CH2:41][CH2:42][C@H:38]1[C:36]1[NH:35][C:34]2[C:51]3[C:30]([CH:31]=[CH:32][C:33]=2[N:37]=1)=[CH:29][C:28]1[C:22]2[C:23]([CH2:25][O:26][C:27]=1[CH:52]=3)=[CH:24][C:19]([C:16]1[NH:15][C:14]([C@@H:9]3[CH2:10][CH2:11][C@H:12]([CH3:13])[N:8]3[C:6]([O:5][C:1]([CH3:3])([CH3:2])[CH3:4])=[O:7])=[N:18][CH:17]=1)=[CH:20][CH:21]=2)=[O:45])([CH3:50])([CH3:48])[CH3:49]. Procedure: Tert-butyl (2S,5S)-2-(9-{2-[(2S,5S)-1-(tert-butoxycarbonyl)-5-methylpyrrolidin-2-yl]-1H-imidazol-5-yl}-1,4,5,11-tetrahydroisochromeno[4′,3′:6,7]naphtho[1,2-d]imidazol-2-yl)-5-methylpyrrolidine-1-carboxylate (393 mg, 0.55 mmol) was suspended in DCM (7 mL) and activated MnO2 (1.45 g, 16.7 mmol) was added in a single portion. The reaction mixture was heated to 40° C. After stirring for 2.5 h, the mixture was cooled to rt and the slurry was filtered over celite. The filter cake was washed with copio... The product is C(C)(C)(C)OC(=O)NC(C[C@@H](CCC(=O)O)C)C1OC(CC1)=O ((R)-6-tert-Butoxycarbonylamino-4-methyl-6-(5-oxo-tetrahydro-furan-2-yl)-hexanoic acid). Procedure: A mixture of 2.09 g (6.67 mmol) [(R)-3-Methyl-6-oxo-1-(5-oxo-tetrahydro-furan-2-yl)-hexyl]-carbamic acid tert-butyl ester, 1.2 g (10 mol) NaH2PO4, 50 ml tBuOH and 10 ml water is subsequently treated with 20 ml of a 2M THF solution of 2-methyl-2-butene and 2.35 g (20.6 mmol) NaClO2 (technical, 80%). After stirring for 10 min the mixture is diluted with EtOAc and brine. The organic phase is dried with MgSO4, filtered and evaporated to yield the title compound as a resin which is used in the next s... Run at time 10 minute. The solvent is C1CCOC1 (THF), O (water), CCOC(=O)C (EtOAc), [Cl-].[Na+].O (brine). Starting materials: CC(C)=CC (2-methyl-2-butene), [O-]Cl=O.[Na+] (NaClO2), C(C)(C)(C)OC(N[C@H](CC(CCC=O)C)C1OC(CC1)=O)=O ([(R)-3-Methyl-6-oxo-1-(5-oxo-tetrahydro-furan-2-yl)-hexyl]-carbamic acid tert-butyl ester), NaH2PO4, CC(C)(C)O (tBuOH). Reaction SMILES: [C:1]([O:5][C:6](=[O:22])[NH:7][C@@H:8]([CH:16]1[CH2:20][CH2:19][C:18](=[O:21])[O:17]1)[CH2:9][CH:10]([CH3:15])[CH2:11][CH2:12][CH:13]=[O:14])([CH3:4])([CH3:3])[CH3:2].CC([OH:27])(C)C.CC(=CC)C.[O-]Cl=O.[Na+]>CCOC(C)=O.[Cl-].[Na+].O.C1COCC1.O>[C:1]([O:5][C:6]([NH:7][CH:8]([CH:16]1[CH2:20][CH2:19][C:18](=[O:21])[O:17]1)[CH2:9][C@H:10]([CH3:15])[CH2:11][CH2:12][C:13]([OH:27])=[O:14])=[O:22])([CH3:2])([CH3:3])[CH3:4] |f:3.4,6.7.8|. Starting materials: C1(=CC=CC=C1)NC1=CC=CC2=CC=CC=C12 (N-phenyl-1-naphthylamine), Cl (HCl). The solvent is CCOCC (ether), CCOCC (ether). Yields the product Cl.C1(=CC=CC=C1)NC1=CC=CC2=CC=CC=C12 (N-Phenylnaphthylamine Hydrochloride). The yield is 60.0%. Reaction SMILES: [C:1]1([NH:7][C:8]2[C:17]3[C:12](=[CH:13][CH:14]=[CH:15][CH:16]=3)[CH:11]=[CH:10][CH:9]=2)[CH:6]=[CH:5][CH:4]=[CH:3][CH:2]=1.[ClH:18]>CCOCC>[ClH:18].[C:1]1([NH:7][C:8]2[C:17]3[C:12](=[CH:13][CH:14]=[CH:15][CH:16]=3)[CH:11]=[CH:10][CH:9]=2)[CH:6]=[CH:5][CH:4]=[CH:3][CH:2]=1 |f:3.4|. Reported procedure: In a 15 ml round bottom flask was placed N-phenyl-1-naphthylamine (1.41 g, 6.44 mmol) which was distilled at reduced pressure to produce a light purple oil with protruding white crystalline mounds. This suspension was dissolved in ether (50 ml) and cooled in an ice bath. To the cooled solution was added ether (25 ml) saturated with HCl gas to afford a light purple solid which was collected and dried. The purple solid was then dissolved in MeOH (20 ml) with heat and allowed to sit undisturbed to ... The reactants are NC1=CC=C(C=C1)C1=NN=C(O1)[C@@H]([C@@H](C)O[Si](C)(C)C(C)(C)C)NC1=C(C(=C(C#N)C=C1)Cl)C (4-((1R,2R)-1-(5-(4-aminophenyl)-1,3,4-oxadiazol-2-yl)-2-(tert-butyldimethylsilyloxy)propylamino)-2-chloro-3-methylbenzonitrile), C(C1=CC=CC=C1)(=O)Cl (benzoylchloride), resultant solution. Solvent: C(Cl)Cl (CH2Cl2), N1=CC=CC=C1 (pyridine). The product is [Si](C)(C)(C(C)(C)C)O[C@@H]([C@@H](NC1=C(C(=C(C=C1)C#N)Cl)C)C1=NN=C(O1)C1=CC=C(C=C1)NC(C1=CC=CC=C1)=O)C (N-(4-(5-((1R,2R)-2-(tert-Butyldimethylsilyloxy)-1-(3-chloro-4-cyano-2-methylphenylamino)propyl)-1,3,4-oxadiazol-2-yl)phenyl)benzamide). The yield is 99.9%. Reaction SMILES: [NH2:1][C:2]1[CH:7]=[CH:6][C:5]([C:8]2[O:12][C:11]([C@H:13]([NH:24][C:25]3[CH:32]=[CH:31][C:28]([C:29]#[N:30])=[C:27]([Cl:33])[C:26]=3[CH3:34])[C@H:14]([O:16][Si:17]([C:20]([CH3:23])([CH3:22])[CH3:21])([CH3:19])[CH3:18])[CH3:15])=[N:10][N:9]=2)=[CH:4][CH:3]=1.[C:35](Cl)(=[O:42])[C:36]1[CH:41]=[CH:40][CH:39]=[CH:38][CH:37]=1>C(Cl)Cl.N1C=CC=CC=1>[Si:17]([O:16][C@H:14]([CH3:15])[C@H:13]([C:11]1[O:12][C:8]([C:5]2[CH:4]=[CH:3][C:2]([NH:1][C:35](=[O:42])[C:36]3[CH:41]=[CH:40][CH:39]=[CH:38][CH:37]=3)=[CH:7][CH:6]=2)=[N:9][N:10]=1)[NH:24][C:25]1[CH:32]=[CH:31][C:28]([C:29]#[N:30])=[C:27]([Cl:33])[C:26]=1[CH3:34])([C:20]([CH3:22])([CH3:23])[CH3:21])([CH3:19])[CH3:18]. Reported procedure: To a solution of 4-((1R,2R)-1-(5-(4-aminophenyl)-1,3,4-oxadiazol-2-yl)-2-(tert-butyldimethylsilyloxy)propylamino)-2-chloro-3-methylbenzonitrile (306 mg, 0.61 mmol) in CH2Cl2 (10 mL) and pyridine (1.5 mL) was added benzoylchloride (0.10 mL, 0.86 mmol) at room temperature. The resultant solution stirred for 24 hours and quenched with 2N aq. HCl (15 mL). The mixture was further partitioned between H2O (40 mL) and CH2Cl2 (40 mL). The aqueous layer was extracted with CH2Cl2 (30 mL). The combined orga... Starting materials: FC(C1=CC=C(C=C1)O)(F)F (4-trifluoromethylphenol), ClC=1C=CC(=C(C1)N(C(OC(C)(C)C)=O)C)[N+](=O)[O-] (t-butyl N-(5-chloro-2-nitrophenyl)-N-methylcarbamate), [H-].[Na+] (sodium hydride). Solvent: CN(C=O)C (N,N-dimethylformamide). Product: CN(C(OC(C)(C)C)=O)C1=C(C=CC(=C1)OC1=CC=C(C=C1)C(F)(F)F)[N+](=O)[O-] (t-Butyl N-methyl-N-[2-nitro-5-(4-trifluoromethylphenoxy)phenyl]carbamate). The yield is 20.4%. As a reaction SMILES: [F:1][C:2]([F:11])([F:10])[C:3]1[CH:8]=[CH:7][C:6]([OH:9])=[CH:5][CH:4]=1.Cl[C:13]1[CH:14]=[CH:15][C:16]([N+:28]([O-:30])=[O:29])=[C:17]([N:19]([CH3:27])[C:20](=[O:26])[O:21][C:22]([CH3:25])([CH3:24])[CH3:23])[CH:18]=1.[H-].[Na+]>CN(C)C=O>[CH3:27][N:19]([C:17]1[CH:18]=[C:13]([O:9][C:6]2[CH:5]=[CH:4][C:3]([C:2]([F:10])([F:11])[F:1])=[CH:8][CH:7]=2)[CH:14]=[CH:15][C:16]=1[N+:28]([O-:30])=[O:29])[C:20](=[O:26])[O:21][C:22]([CH3:25])([CH3:23])[CH3:24] |f:2.3|. Procedure: In a similar manner to that described in Reference Example 6, a reaction was carried out using 4-trifluoromethylphenol (3.0 g), t-butyl N-(5-chloro-2-nitrophenyl)-N-methylcarbamate (4.3 g), sodium hydride (55 wt. %, 1.1 g) and anhydrous N,N-dimethylformamide (70 ml) and the reaction mixture was purified to give the title compound (1.26 g) Reactants: [I-].C(C)(C)(C)OC(=O)N[C@H]1[C@@H]2N(C(=C(CS2=O)C[N+]=2N(C=CC2)C)C(=O)OC(C2=CC=CC=C2)C2=CC=CC=C2)C1=O (benzhydryl 7β-tert-butoxycarbonylamino-3-(2-methyl-1-pyrazolio)methyl-3-cephem-4-carboxylate 1-oxide iodide), CN(C=O)C (N,N-dimethylformamide), P(Cl)(Cl)Cl (Phosphorus trichloride). The solvent is O (water). Run at time 10 minute. The product is [I-].C(C)(C)(C)OC(=O)N[C@H]1[C@@H]2N(C(=C(CS2)C[N+]=2N(C=CC2)C)C(=O)OC(C2=CC=CC=C2)C2=CC=CC=C2)C1=O (benzhydryl 7β-tertbutoxycarbonylamino-3-(2-methyl-1-pyrazolio)methyl-3-cephem-4-carboxylate iodide). Isolated yield 78.8%. RXN SMILES: [I-:1].[C:2]([O:6][C:7]([NH:9][C@@H:10]1[C:41](=[O:42])[N:12]2[C:13]([C:25]([O:27][CH:28]([C:35]3[CH:40]=[CH:39][CH:38]=[CH:37][CH:36]=3)[C:29]3[CH:34]=[CH:33][CH:32]=[CH:31][CH:30]=3)=[O:26])=[C:14]([CH2:18][N+:19]3[N:20]([CH3:24])[CH:21]=[CH:22][CH:23]=3)[CH2:15][S:16](=O)[C@H:11]12)=[O:8])([CH3:5])([CH3:4])[CH3:3].CN(C)C=O.P(Cl)(Cl)Cl>O>[I-:1].[C:2]([O:6][C:7]([NH:9][C@@H:10]1[C:41](=[O:42])[N:12]2[C:13]([C:25]([O:27][CH:28]([C:29]3[CH:30]=[CH:31][CH:32]=[CH:33][CH:34]=3)[C:35]3[CH:36]=[CH:37][CH:38]=[CH:39][CH:40]=3)=[O:26])=[C:14]([CH2:18][N+:19]3[N:20]([CH3:24])[CH:21]=[CH:22][CH:23]=3)[CH2:15][S:16][C@H:11]12)=[O:8])([CH3:5])([CH3:3])[CH3:4] |f:0.1,5.6|. Procedure details: To a solution of benzhydryl 7β-tert-butoxycarbonylamino-3-(2-methyl-1-pyrazolio)methyl-3-cephem-4-carboxylate 1-oxide iodide (20 g) and N,N-dimethylformamide (100 ml) was stirred at -35° C. Phosphorus trichloride (7.8 g) was added thereto and stirred for 10 minutes at the same temperature. The reaction mixture was added to water (600 ml). The precipitates were collected by filtration and washed with water to give benzhydryl 7β-tertbutoxycarbonylamino-3-(2-methyl-1-pyrazolio)methyl-3-cephem-4-car... Starting materials: Cc1nccn1-c1ccc(Nc2nc3c(c(OS(=O)(=O)C(F)(F)F)n2)CN(C(=O)OC(C)(C)C)CC3)cc1, NC1CCCCC1, CN(C)C=O. Yields the product Cc1nccn1-c1ccc(Nc2nc3c(c(NC4CCCCC4)n2)CN(C(=O)OC(C)(C)C)CC3)cc1. RXN SMILES: [CH3:1][c:2]1[n:3](-[c:7]2[cH:8][cH:9][c:10]([NH:13][c:14]3[n:15][c:16]([O:31][S:32]([C:33]([F:34])([F:35])[F:36])(=[O:37])=[O:38])[c:17]4[c:18]([n:19]3)[CH2:20][CH2:21][N:22]([C:24](=[O:25])[O:26][C:27]([CH3:28])([CH3:29])[CH3:30])[CH2:23]4)[cH:11][cH:12]2)[cH:4][cH:5][n:6]1.[NH2:39][CH:40]1[CH2:41][CH2:42][CH2:43][CH2:44][CH2:45]1.[O:46]=[CH:47][N:48]([CH3:49])[CH3:50]>>[CH3:1][c:2]1[n:3](-[c:7]2[cH:8][cH:9][c:10]([NH:13][c:14]3[n:15][c:16]([NH:39][CH:40]4[CH2:41][CH2:42][CH2:43][CH2:44][CH2:45]4)[c:17]4[c:18]([n:19]3)[CH2:20][CH2:21][N:22]([C:24](=[O:25])[O:26][C:27]([CH3:28])([CH3:29])[CH3:30])[CH2:23]4)[cH:11][cH:12]2)[cH:4][cH:5][n:6]1. Starting materials: ClC1=CC=C(CNC(=O)C=2C(C=3C=C(C=C4CCN(N(C34)C2)C)I)=O)C=C1 (N-(4-chlorobenzyl)-5-iodo-1-methyl-7-oxo-2,3-dihydro-1H,7H-pyrido[3,2,1-ij]cinnoline-8-carboxamide), cuprous iodide, dichlorobistriphenylphosphine palladium, C(C#C)O (propargyl alcohol), C(C)NCC (diethylamine). Conditions: time 5 hour. The product is ClC1=CC=C(CNC(=O)C=2C(C=3C=C(C=C4CCN(N(C34)C2)C)C#CCO)=O)C=C1 (N-(4-Chlorobenzyl)-5-(3-hydroxyprop-1-ynyl)-1-methyl-7-oxo-2,3-dihydro-1H,7H-pyrido[3,2,1-ij]cinnoline-8-carboxamide). Isolated yield 74.0%. As a reaction SMILES: [Cl:1][C:2]1[CH:27]=[CH:26][C:5]([CH2:6][NH:7][C:8]([C:10]2[C:11](=[O:25])[C:12]3[CH:13]=[C:14](I)[CH:15]=[C:16]4[C:21]=3[N:20]([CH:22]=2)[N:19]([CH3:23])[CH2:18][CH2:17]4)=[O:9])=[CH:4][CH:3]=1.[CH2:28]([OH:31])[C:29]#[CH:30].C(NCC)C>>[Cl:1][C:2]1[CH:27]=[CH:26][C:5]([CH2:6][NH:7][C:8]([C:10]2[C:11](=[O:25])[C:12]3[CH:13]=[C:14]([C:30]#[C:29][CH2:28][OH:31])[CH:15]=[C:16]4[C:21]=3[N:20]([CH:22]=2)[N:19]([CH3:23])[CH2:18][CH2:17]4)=[O:9])=[CH:4][CH:3]=1. Procedure details: A dry flask is charged with N-(4-chlorobenzyl)-5-iodo-1-methyl-7-oxo-2,3-dihydro-1H,7H-pyrido[3,2,1-ij]cinnoline-8-carboxamide (Preparation 40, 0.100 g), cuprous iodide (0.012 g), dichlorobistriphenylphosphine palladium (0.0072 g), propargyl alcohol (0.022 g), and diethylamine (4 mL). The reaction mixture is stirred at room temperature for 5 h and concentrated at reduced pressure. The residue is chromatographed, using 20 g of silica gel packed and eluted with EtOAc/CH2Cl2 (1/1), to obtain the ti... The reactants are ClC=1C=CC2=C(N3C(N2C)=NC(=C3CC(=O)O)C3=CC=CC=C3)C1 (6-chloro-9-methyl-2-phenyl-9H-imidazo[1,2-a]benzimidazole-3-acetic acid), Cl (hydrochloric acid), N,N'-carbonyldiimidazole, CN (methylamine). Run in O1CCCC1 (tetrahydrofuran). Run at time 18 hour. The product is ClC=1C=CC2=C(N3C(N2C)=NC(=C3CC(=O)NC)C3=CC=CC=C3)C1 (6-Chloro-N,9-dimethyl-2-phenyl-9H-imidazo[1,2-a]benzimidazole-3-acetamide). Reaction SMILES: [Cl:1][C:2]1[CH:3]=[CH:4][C:5]2[N:9]([CH3:10])[C:8]3=[N:11][C:12]([C:18]4[CH:23]=[CH:22][CH:21]=[CH:20][CH:19]=4)=[C:13]([CH2:14][C:15]([OH:17])=O)[N:7]3[C:6]=2[CH:24]=1.[CH3:25][NH2:26].Cl>O1CCCC1>[Cl:1][C:2]1[CH:3]=[CH:4][C:5]2[N:9]([CH3:10])[C:8]3=[N:11][C:12]([C:18]4[CH:19]=[CH:20][CH:21]=[CH:22][CH:23]=4)=[C:13]([CH2:14][C:15]([NH:26][CH3:25])=[O:17])[N:7]3[C:6]=2[CH:24]=1. Procedure: A suspension of 1.5 g (0.044 mol) of 6-chloro-9-methyl-2-phenyl-9H-imidazo[1,2-a]benzimidazole-3-acetic acid is prepared in 50 ml of dry tetrahydrofuran, 1.15 g (0.071 mol) of N,N'-carbonyldiimidazole are added thereto and the mixture is stirred for 18 h. The solution is then treated with an excess of dry gaseous methylamine and again stirred for 6 h. The solvent is evaporated under reduced pressure. The residue is treated with water, sodium bicarbonate solution and again with water. The insolub...